This data is from the Open Reaction Database (ORD), a public repository of structured organic reaction records. The task is: describe an organic reaction: reactants, conditions, products, and yield Starting materials: CCOC(C)=O, CS(C)=O, CC(C)(C)[O-], Cl, [K+], O, OCc1cccnc1, c1cc2cc(C3CO3)ccc2o1. Product: OC(COCc1cccnc1)c1ccc2occc2c1. Reaction SMILES: [CH3:28][CH2:29][O:30][C:31](=[O:32])[CH3:33].[CH3:35][S:36](=[O:37])[CH3:38].[CH3:9][C:10]([CH3:11])([O-:12])[CH3:13].[ClH:27].[K+:14].[OH2:34].[n:1]1[cH:2][c:3]([CH2:7][OH:8])[cH:4][cH:5][cH:6]1.[o:15]1[c:16]2[c:17]([cH:18][cH:19]1)[cH:20][c:21]([CH:24]1[O:25][CH2:26]1)[cH:22][cH:23]2>>[n:1]1[cH:2][c:3]([CH2:7][O:8][CH2:26][CH:24]([c:21]2[cH:20][c:17]3[c:16]([o:15][cH:19][cH:18]3)[cH:23][cH:22]2)[OH:25])[cH:4][cH:5][cH:6]1. The reactants are [Si](C)(C)(C(C)(C)C)OCC1=C(C=CC=C1)[Mg]Br.O1CCCC1 (2-(tert-butyldimethylsilyloxymethyl)phenylmagnesium bromide tetrahydrofuran), C1(CC1)C=O (cyclopropanecarboxaldehyde), [Cl-].[NH4+] (ammonium chloride). Solvent: O1CCCC1 (tetrahydrofuran). Conditions: time 12 hour. Product: C1(CC1)C(O)C1=C(C=CC=C1)CO[Si](C)(C)C(C)(C)C ((Cyclopropyl)[2-(tert-butyldimethylsilyloxymethyl)-phenyl]methanol). RXN SMILES: [CH:1]1([CH:4]=[O:5])[CH2:3][CH2:2]1.[Si:6]([O:13][CH2:14][C:15]1[CH:20]=[CH:19][CH:18]=[CH:17][C:16]=1[Mg]Br)([C:9]([CH3:12])([CH3:11])[CH3:10])([CH3:8])[CH3:7].O1CCCC1.[Cl-].[NH4+]>O1CCCC1>[CH:1]1([CH:4]([C:16]2[CH:17]=[CH:18][CH:19]=[CH:20][C:15]=2[CH2:14][O:13][Si:6]([C:9]([CH3:12])([CH3:11])[CH3:10])([CH3:7])[CH3:8])[OH:5])[CH2:3][CH2:2]1 |f:1.2,3.4|. Reported procedure: Magnesium (2.20 g) was suspended in tetrahydrofuran (4 ml) and iodine (2 mg) was added. Thereto was added dropwise a solution of 2-bromo-1-(tert-butyldimethylsilyloxymethyl)benzene (24.0 g) obtained in Step 1 in tetrahydrofuran (10 ml) over 30 min and the reaction mixture was heated under reflux for 1 hr. Thereto was added tetrahydrofuran to give 1M 2-(tert-butyldimethylsilyloxymethyl)phenylmagnesium bromide-tetrahydrofuran solution. Then cyclopropanecarboxaldehyde (2.80 g) was dissolved in tetr... Starting materials: BrCC(=O)OCC (ethyl bromoacetate), FC1=C(C=C(C=C1)Br)\C(\C)=N\[S@](=O)C(C)(C)C ((R)-2-methyl-propane-2-sulfinic acid [1-(2-fluoro-5-bromo-phenyl)-(E)-ethylidene]-amide). Reagents/catalysts: [Zn] (zinc), [Cu]Cl (copper(I) chloride). Solvent: C1CCOC1 (THF), C1CCOC1 (THF). Conditions: temperature 23 celsius, time 30 minute. The product is C(C)OC(C[C@](C)(N[S@](=O)C(C)(C)C)C1=C(C=CC(=C1)Br)F)=O ((S)-3-(5-bromo-2-fluoro-phenyl)-3-((R)-2-methyl-propane-2-sulfinylamino)-butyric acid ethyl ester). RXN SMILES: Br[CH2:2][C:3]([O:5][CH2:6][CH3:7])=[O:4].[F:8][C:9]1[CH:14]=[CH:13][C:12]([Br:15])=[CH:11][C:10]=1/[C:16](=[N:18]/[S@@:19]([C:21]([CH3:24])([CH3:23])[CH3:22])=[O:20])/[CH3:17]>C1COCC1.[Zn].[Cu]Cl>[CH2:6]([O:5][C:3](=[O:4])[CH2:2][C@@:16]([C:10]1[CH:11]=[C:12]([Br:15])[CH:13]=[CH:14][C:9]=1[F:8])([NH:18][S@@:19]([C:21]([CH3:24])([CH3:23])[CH3:22])=[O:20])[CH3:17])[CH3:7]. Procedure: A dried four-necked 750 ml round-bottom flask equipped with mechanical stirrer, reflux condenser, internal thermometer and septum was charged with activated zinc powder (30.6 g, 468 mmol) and copper(I) chloride (4.64 g, 47 mmol), the two solids were mixed under a slow stream of nitrogen while the flask was dried with a heat gun. After cooling to 23° C., dry THF (90 ml) was added to produce a dark slurry, heated to reflux and stirred vigorously for 30 min. The heating bath was removed and a solut... Reactants: CCOP(=O)(CCCNO)OCC, CO, CC(=O)OC(C)=O, O=CO, ClC(Cl)Cl, [Na+], [OH-], O. The product is CCOP(=O)(CCCN(O)C=O)OCC. RXN SMILES: [CH2:11]([CH3:12])[O:13][P:14]([O:15][CH2:16][CH3:17])(=[O:18])[CH2:19][CH2:20][CH2:21][NH:22][OH:23].[CH3:30][OH:31].[CH3:4][C:5]([O:6][C:7](=[O:8])[CH3:9])=[O:10].[CH:1](=[O:2])[OH:3].[CH:26]([Cl:27])([Cl:28])[Cl:29].[Na+:25].[OH-:24].[OH2:32]>>[CH:1](=[O:3])[N:22]([CH2:21][CH2:20][CH2:19][P:14]([O:13][CH2:11][CH3:12])([O:15][CH2:16][CH3:17])=[O:18])[OH:23]. Reaction SMILES: [C:1]([CH2:3][C:4]([OH:6])=[O:5])#[N:2].[C:7]1(=O)[CH2:12][CH2:11][CH2:10][CH2:9][CH2:8]1.C(O)(=O)C.C1C=CC=CC=1>C([O-])(=O)C.[NH4+].O>[C:7]1(=[C:3]([C:1]#[N:2])[C:4]([OH:6])=[O:5])[CH2:12][CH2:11][CH2:10][CH2:9][CH2:8]1 |f:4.5|. Starting materials: C(#N)CC(=O)O (cyanoacetic acid), C1(CCCCC1)=O (cyclohexanone), C(C)(=O)O (acetic acid), C1=CC=CC=C1 (benzene). The product is C1(CCCCC1)=C(C(=O)O)C#N (cyclohexylidene cyanoacetic acid). Run in O (water). Isolated yield 90.0%. Reagents/catalysts: C(C)(=O)[O-].[NH4+] (ammonium acetate). Reported procedure: 170 grams (2 moles) of cyanoacetic acid, 196 grams (2 moles) of cyclohexanone, 10 grams (0.13 moles) of ammonium acetate, 24 grams (0.4 moles) of acetic acid, and 380 milliliters of benzene were combined in a 2-liter round-bottomed flask equipped with a reflux condensor and a water separator, and the mixture heated (with reflux) for 6 hours. Upon cooling, the volatile compounds were removed in vacuo, and the residue washed with water to give 360 grams (1.8 moles, 90% yield) of cyclohexylidene cy...